From a dataset of the Open Reaction Database (ORD), a public repository of structured organic reaction records. describe an organic reaction: reactants, conditions, products, and yield Starting materials: C(=S)(Cl)Cl (thiophosgene), O (water), NC=1C=CC2=C(N=C(O2)C=2N(C=CC2)C)C1 (5-amino-2-(1-methyl-2-pyrrolyl)benzoxazole), C([O-])([O-])=O.[Ca+2] (calcium carbonate). The solvent is C(Cl)(Cl)Cl (chloroform), C(Cl)(Cl)Cl (chloroform). Run at time 2 hour. Product: CN1C(=CC=C1)C=1OC2=C(N1)C=C(C=C2)N=C=S (Isothiocyanic acid, 2-(1-methyl-2-pyrrolyl)-5-benzoxazolyl ester). Reaction SMILES: [NH2:1][C:2]1[CH:3]=[CH:4][C:5]2[O:9][C:8]([C:10]3[N:11]([CH3:15])[CH:12]=[CH:13][CH:14]=3)=[N:7][C:6]=2[CH:16]=1.[C:17](Cl)(Cl)=[S:18].C(=O)([O-])[O-].[Ca+2].O>C(Cl)(Cl)Cl>[CH3:15][N:11]1[CH:12]=[CH:13][CH:14]=[C:10]1[C:8]1[O:9][C:5]2[CH:4]=[CH:3][C:2]([N:1]=[C:17]=[S:18])=[CH:16][C:6]=2[N:7]=1 |f:2.3|. Procedure: 1.0 g of 5-amino-2-(1-methyl-2-pyrrolyl)benzoxazole (0.0047 mole) is dissolved in 50 ml of chloroform and slowly added to the following cold mixture: 0.54 g of thiophosgene (0.0047 mole), 0.47 g of calcium carbonate (0.0047 mole), 100 ml of chloroform and 25 ml of water. After the addition is complete the reaction is stirred at room temperature for 2 hr. The chloroform layer is separated, dried over anhyd. MgSO4 and evaporated under vacuum yielding a light brown solid. This material is crystalli... Reactants: CCN=C=NCCCN(C)C (EDCI), CCN(C(C)C)C(C)C (DIPEA), C1(=CC=CC=C1)N1C=NC(=C1)C(=O)O (1-phenyl-1H-imidazole-4-carboxylic acid), C=1C=CC2=C(C1)N=NN2O (HOBt), Cl.NCC(=O)N1CCC(CC1)OC1=C(C=CC(=C1)F)F (2-amino-1-[4-(2,5-difluoro-phenoxy)-piperidin-1-yl]-ethanone hydrochloride). Solvent: O (water), CN(C)C=O (DMF). Reaction conditions: time 2 minute. Product: FC1=C(OC2CCN(CC2)C(CNC(=O)C=2N=CN(C2)C2=CC=CC=C2)=O)C=C(C=C1)F (1-phenyl-1H-imidazole-4-carboxylic acid {2-[4-(2,5-difluoro-phenoxy)-piperidin-1-yl]-2-oxo-ethyl}-amide). The yield is 49.6%. As a reaction SMILES: CCN(C(C)C)C(C)C.[C:10]1([N:16]2[CH:20]=[C:19]([C:21]([OH:23])=O)[N:18]=[CH:17]2)[CH:15]=[CH:14][CH:13]=[CH:12][CH:11]=1.C1C=CC2N(O)N=NC=2C=1.CCN=C=NCCCN(C)C.Cl.[NH2:46][CH2:47][C:48]([N:50]1[CH2:55][CH2:54][CH:53]([O:56][C:57]2[CH:62]=[C:61]([F:63])[CH:60]=[CH:59][C:58]=2[F:64])[CH2:52][CH2:51]1)=[O:49]>CN(C=O)C.O>[F:64][C:58]1[CH:59]=[CH:60][C:61]([F:63])=[CH:62][C:57]=1[O:56][CH:53]1[CH2:54][CH2:55][N:50]([C:48](=[O:49])[CH2:47][NH:46][C:21]([C:19]2[N:18]=[CH:17][N:16]([C:10]3[CH:11]=[CH:12][CH:13]=[CH:14][CH:15]=3)[CH:20]=2)=[O:23])[CH2:51][CH2:52]1 |f:4.5|. Reported procedure: DIPEA (170 mg, 1.3 mmol) was added to a stirred solution of 1-phenyl-1H-imidazole-4-carboxylic acid (55 mg, 0.29 mmol) in DMF (5 mL) followed by HOBt (43 mg, 0.32 mmol) and EDCI (140 mg, 0.7 mmol). After 2 minutes of stirring, 2-amino-1-[4-(2,5-difluoro-phenoxy)-piperidin-1-yl]-ethanone hydrochloride (prepared according to Step 1 and 5 of the General Scheme) (98.5 mg, 0.32 mmol) was added and the resulting mixture was stirred at ambient temperature overnight. The reaction mixture was diluted wit... Starting materials: C1COCCO1, Cl, O=CN1CCN(C2c3ccccc3-c3ccccc32)CC1. Yields the product c1ccc2c(c1)-c1ccccc1C2N1CCNCC1. Reaction SMILES: [CH2:23]1[O:24][CH2:25][CH2:26][O:27][CH2:28]1.[ClH:22].[cH:1]1[cH:2][cH:3][cH:4][c:5]2[c:13]1[CH:12]([N:14]1[CH2:15][CH2:16][N:17]([CH:20]=[O:21])[CH2:18][CH2:19]1)[c:11]1[c:6]-2[cH:7][cH:8][cH:9][cH:10]1>>[cH:1]1[cH:2][cH:3][cH:4][c:5]2[c:13]1[CH:12]([N:14]1[CH2:15][CH2:16][NH:17][CH2:18][CH2:19]1)[c:11]1[c:6]-2[cH:7][cH:8][cH:9][cH:10]1. The reactants are CC(C)(C)OC(=O)OC(C)(C)C, ClCCl, CCN(C(C)C)C(C)C, CC(C)(C)c1cccc(C2(N)CCC(=O)CC2)c1. The product is CC(C)(C)OC(=O)NC1(c2cccc(C(C)(C)C)c2)CCC(=O)CC1. As a reaction SMILES: [C:28]([O:29][C:30]([CH3:31])([CH3:32])[CH3:33])([O:34][C:36]([CH3:37])([CH3:38])[CH3:39])=[O:35].[CH2:40]([Cl:41])[Cl:42].[CH:19]([N:20]([CH:21]([CH3:22])[CH3:23])[CH2:24][CH3:25])([CH3:26])[CH3:27].[NH2:1][C:2]1([c:9]2[cH:10][c:11]([C:15]([CH3:16])([CH3:17])[CH3:18])[cH:12][cH:13][cH:14]2)[CH2:3][CH2:4][C:5](=[O:8])[CH2:6][CH2:7]1>>[NH:1]([C:2]1([c:9]2[cH:10][c:11]([C:15]([CH3:16])([CH3:17])[CH3:18])[cH:12][cH:13][cH:14]2)[CH2:3][CH2:4][C:5](=[O:8])[CH2:6][CH2:7]1)[C:28]([O:29][C:30]([CH3:31])([CH3:32])[CH3:33])=[O:34]. The reactants are ClCCCCCNC1=C(C=NC2=CC=CC=C12)[N+](=O)[O-] (N-(5-chloropentyl)-3-nitroquinolin-4-amine), C1(=CC=CC=C1)S (benzenethiol). Product: [N+](=O)([O-])C=1C=NC2=CC=CC=C2C1NCCCCCSC1=CC=CC=C1 (3-nitro-N-[5-(phenylthio)pentyl]quinolin-4-amine). Reaction SMILES: Cl[CH2:2][CH2:3][CH2:4][CH2:5][CH2:6][NH:7][C:8]1[C:17]2[C:12](=[CH:13][CH:14]=[CH:15][CH:16]=2)[N:11]=[CH:10][C:9]=1[N+:18]([O-:20])=[O:19].[C:21]1([SH:27])[CH:26]=[CH:25][CH:24]=[CH:23][CH:22]=1>>[N+:18]([C:9]1[CH:10]=[N:11][C:12]2[C:17]([C:8]=1[NH:7][CH2:6][CH2:5][CH2:4][CH2:3][CH2:2][S:27][C:21]1[CH:26]=[CH:25][CH:24]=[CH:23][CH:22]=1)=[CH:16][CH:15]=[CH:14][CH:13]=2)([O-:20])=[O:19]. Reported procedure: Using the general method of Example 37 Part D, N-(5-chloropentyl)-3-nitroquinolin-4-amine (10 g, 34 mmol) was reacted with benzenethiol (1.1 eq) to provide 12.6 g of 3-nitro-N-[5-(phenylthio)pentyl]quinolin-4-amine as a solid.